This data is from the Open Reaction Database (ORD), a public repository of structured organic reaction records. The task is: describe an organic reaction: reactants, conditions, products, and yield The reactants are solution, [H-].C(C(C)C)[Al+]CC(C)C (diisobutylaluminium hydride), CC1=C2COC(C2=C(C=C1)C)=O (4,7-Dimethyl-3H-isobenzofuran-1-one), C(C)OCC (diethyl ether), B(F)(F)F.CCOCC (boron trifluoride diethyl etherate). Solvent: CO (methanol), C1(=CC=CC=C1)C (toluene), C1(=CC=CC=C1)C (toluene), [Cl-].[Na+].O (brine). Conditions: temperature -50 celsius, time 4 hour. The product is COC1OCC2=C(C=CC(=C12)C)C (1-Methoxy-4,7-dimethyl-1,3-dihydro-isobenzofuran). Isolated yield 83.6%. Reaction SMILES: [H-].[CH2:2]([Al+]CC(C)C)C(C)C.[CH3:11][C:12]1[CH:20]=[CH:19][C:18]([CH3:21])=[C:17]2[C:13]=1[CH2:14][O:15][C:16]2=[O:22].C(OCC)C.B(F)(F)F.CCOCC>C1(C)C=CC=CC=1.CO.[Cl-].[Na+].O>[CH3:2][O:22][CH:16]1[C:17]2[C:13](=[C:12]([CH3:11])[CH:20]=[CH:19][C:18]=2[CH3:21])[CH2:14][O:15]1 |f:0.1,4.5,8.9.10|. Procedure details: A 1.0M solution of diisobutylaluminium hydride (115 mL, 0.115 mol) in toluene is added dropwise over a period of 30 mins to a stirred solution of 4,7-dimethyl-3H-isobenzofuran-1-one 4 (18.66 g, 0.115 mol) in anhydrous toluene (250 mL) at −15° C. under nitrogen. Anhydrous diethyl ether (100 mL) is added and the reaction mixture is stirred 4 h at −50° C. The reaction mixture is removed from the cooling bath and diethyl ether (300 mL) is immediately added followed by saturated brine (200 mL). The o...